This data is from the Open Reaction Database (ORD), a public repository of structured organic reaction records. The task is: describe an organic reaction: reactants, conditions, products, and yield Starting materials: FC(C(=O)O)(F)F (trifluoroacetic acid), C(C)[SiH](CC)CC (triethylsilane), ClC1=C(C=C(C=C1)NC(NC1=CC=C(OC2=CC(=NC=C2)C(=O)OC(C)(C)C)C=C1)=O)C(F)(F)F (tert-butyl 4-(4-(3-(4-chloro-3-(trifluoromethyl)phenyl) ureido)phenoxy)picolinate). Run in ClCCl (dichloromethane). Run at temperature 50 celsius, time 16 hour. Yields the product ClC1=C(C=C(C=C1)NC(NC1=CC=C(OC2=CC(=NC=C2)C(=O)O)C=C1)=O)C(F)(F)F (4-(4-(3-(4-chloro-3-(trifluoromethyl)phenyl)ureido) phenoxy)picolinic acid). The yield is 88.2%. RXN SMILES: [Cl:1][C:2]1[CH:7]=[CH:6][C:5]([NH:8][C:9](=[O:31])[NH:10][C:11]2[CH:30]=[CH:29][C:14]([O:15][C:16]3[CH:21]=[CH:20][N:19]=[C:18]([C:22]([O:24]C(C)(C)C)=[O:23])[CH:17]=3)=[CH:13][CH:12]=2)=[CH:4][C:3]=1[C:32]([F:35])([F:34])[F:33].FC(F)(F)C(O)=O.C([SiH](CC)CC)C>ClCCl>[Cl:1][C:2]1[CH:7]=[CH:6][C:5]([NH:8][C:9](=[O:31])[NH:10][C:11]2[CH:30]=[CH:29][C:14]([O:15][C:16]3[CH:21]=[CH:20][N:19]=[C:18]([C:22]([OH:24])=[O:23])[CH:17]=3)=[CH:13][CH:12]=2)=[CH:4][C:3]=1[C:32]([F:35])([F:33])[F:34]. Procedure details: At room temperature, tert-butyl 4-(4-(3-(4-chloro-3-(trifluoromethyl)phenyl) ureido)phenoxy)picolinate (1.4 g, 2.76 mmol) was dissolved in dichloromethane (20 mL). To the resulted solution, trifluoroacetic acid (20 mL) and triethylsilane (0.5 mL) were added. The resulted mixture was heated to 50° C. and stirred for 16 hours. The solvent was removed under reduced pressure, and water (50 mL) and ethyl acetate (70 mL) were added. The resulted mixture was separsted and the organic phase was removed.... Reactants: OCC(O)c1csc(Br)n1, CC(C)(C)OC(=O)n1cccc1B(O)O, O=C([O-])[O-], COCCOC, CCOC(C)=O, [K+], [K+], CC(=O)[O-], CC(=O)[O-], O, [Pd+2], c1ccc(P(c2ccccc2)c2ccccc2)cc1. Product: CC(C)(C)OC(=O)n1cccc1-c1nc(C(O)CO)cs1. RXN SMILES: [Br:1][c:2]1[s:3][cH:4][c:5]([CH:7]([CH2:8][OH:9])[OH:10])[n:6]1.[C:11]([CH3:12])([CH3:13])([CH3:14])[O:15][C:16](=[O:17])[n:18]1[c:19]([B:23]([OH:24])[OH:25])[cH:20][cH:21][cH:22]1.[C:45](=[O:46])([O-:47])[O-:48].[CH3:51][O:52][CH2:53][CH2:54][O:55][CH3:56].[CH3:66][CH2:67][O:68][C:69](=[O:70])[CH3:71].[K+:49].[K+:50].[O-:58][C:59]([CH3:60])=[O:61].[O-:62][C:63]([CH3:64])=[O:65].[OH2:72].[Pd+2:57].[c:26]1([P:27]([c:28]2[cH:29][cH:30][cH:31][cH:32][cH:33]2)[c:34]2[cH:35][cH:36][cH:37][cH:38][cH:39]2)[cH:40][cH:41][cH:42][cH:43][cH:44]1>>[c:2]1(-[c:19]2[n:18]([C:16]([O:15][C:11]([CH3:12])([CH3:13])[CH3:14])=[O:17])[cH:22][cH:21][cH:20]2)[s:3][cH:4][c:5]([CH:7]([CH2:8][OH:9])[OH:10])[n:6]1. The reactants are O=C(C(C(N[C@@H](CC)C1=CC=CC=C1)=O)C1=C(C(=O)O)C=CC=C1)CC (2-[2-oxo-1-((S)-1-phenyl-propylcarbamoyl)-butyl]-benzoic acid), NC1=CC=CC=C1 (aniline). Run in C(C)#N (acetonitrile). Yields the product C1(=CC=CC=C1)[C@H](CC)NC(=O)C1=C(N(C(C2=CC=CC=C12)=O)C1=CC=CC=C1)CC (3-Ethyl-1-oxo-2-phenyl-1,2-dihydro-isoquinoline-4-carboxylic acid ((S)-1-phenyl-propyl)-amide). The yield is 39.0%. RXN SMILES: O=[C:2]([CH2:25][CH3:26])[CH:3]([C:16]1[CH:24]=[CH:23][CH:22]=[CH:21][C:17]=1[C:18](O)=[O:19])[C:4](=[O:15])[NH:5][C@H:6]([C:9]1[CH:14]=[CH:13][CH:12]=[CH:11][CH:10]=1)[CH2:7][CH3:8].[NH2:27][C:28]1[CH:33]=[CH:32][CH:31]=[CH:30][CH:29]=1>C(#N)C>[C:9]1([C@@H:6]([NH:5][C:4]([C:3]2[C:16]3[C:17](=[CH:21][CH:22]=[CH:23][CH:24]=3)[C:18](=[O:19])[N:27]([C:28]3[CH:33]=[CH:32][CH:31]=[CH:30][CH:29]=3)[C:2]=2[CH2:25][CH3:26])=[O:15])[CH2:7][CH3:8])[CH:10]=[CH:11][CH:12]=[CH:13][CH:14]=1. Procedure: A sealed mixture of 2-[2-oxo-1-((S)-1-phenyl-propylcarbamoyl)-butyl]-benzoic acid (82 mg, 0.2 mmol) and aniline (0.3 ml, 3.3 mmol) in acetonitrile (0.3 ml) was heated under microwave irradiation at +160° C. for 10 min. The mixture was partitioned between ethyl acetate (20 ml) and 3M aq. HCl (2×8 ml), sat. aq. NaHCO3 (2×10 ml and brine, dried (MgSO4) and evaporated. The residue was purified by flash chromatography (SiO2, gradient heptane-ethyl acetate) to give 32 mg of the title compound. LC-MS (... Procedure: To a solution of 6-cyanoindole (15.0 g) and sodium hypophosphite (90 g) in water (326 mL), acetic acid (326 mL), and pyridine (652 mL) was added Raney Nickel catalyst and the mixture stirred at 45° C. for 45 minutes. The mixture was filtered through Celite and the filtrate extracted with ethyl acetate (3×500 mL). The extracts were dried over sodium sulfate, filtered, and the filtrate concentrated under reduced pressure. The residue was crystallized from a mixture of dichloromethane and hexanes t... Conditions: temperature 45 celsius, time 45 minute. Reactants: C(#N)C1=CC=C2C=CNC2=C1 (6-cyanoindole), [PH2](=O)[O-].[Na+] (sodium hypophosphite), N1=CC=CC=C1 (pyridine). As a reaction SMILES: [C:1]([C:3]1[CH:11]=[C:10]2[C:6]([CH:7]=[CH:8][NH:9]2)=[CH:5][CH:4]=1)#N.[PH2]([O-])=[O:13].[Na+].N1C=CC=CC=1>O.C(O)(=O)C.[Ni]>[NH:9]1[C:10]2[C:6](=[CH:5][CH:4]=[C:3]([CH:1]=[O:13])[CH:11]=2)[CH:7]=[CH:8]1 |f:1.2|. The reagents and catalysts are [Ni] (Raney Nickel). Yield: 88.8%. Product: N1C=CC2=CC=C(C=C12)C=O (Indole-6-carboxaldehyde). Solvent: O (water), C(C)(=O)O (acetic acid). Reaction SMILES: [Br:1][C:2]1[CH:3]=[C:4]2[C:9](=[CH:10][CH:11]=1)[O:8][CH:7]=[C:6]([CH:12]=O)[C:5]2=[O:14].[NH:15]([C:17]1[CH:22]=[CH:21][CH:20]=[CH:19][N:18]=1)[NH2:16].[OH-].[K+].Cl>C(O)(C)C.C(Cl)Cl.O>[Br:1][C:2]1[CH:11]=[CH:10][C:9]([OH:8])=[C:4]([C:5]([C:6]2[CH:12]=[N:16][N:15]([C:17]3[CH:22]=[CH:21][CH:20]=[CH:19][N:18]=3)[CH:7]=2)=[O:14])[CH:3]=1 |f:2.3|. Yields the product BrC=1C=CC(=C(C1)C(=O)C=1C=NN(C1)C1=NC=CC=C1)O ((5-Bromo-2-hydroxyphenyl)-(1-pyridin-2-yl-1H-pyrazol-4-yl)ketone). Run at time 15 minute. Procedure: To a suspension of 6-bromo-3-formylchromone (253 mg) in isopropanol (3 mL) and CH2Cl2 (2 mL) was added 2-hydrazinopyridine (109 mg), and the mixture was stirred for 15 min to form a yellow slurry. The slurry was added KOH (0.25 g) in water (0.25 mL), and the reaction was heated to reflux for 1 h. The reaction mixture was diluted with water, added 3% HCl until pH<1 and extracted with CH2Cl2 (2×). The extract was washed with water and brine, dried (MgSO4) and concentrated to give 342 mg orange foa... The yield is 99.5%. The reactants are BrC=1C=C2C(C(=COC2=CC1)C=O)=O (6-bromo-3-formylchromone), [OH-].[K+] (KOH), Cl (HCl), N(N)C1=NC=CC=C1 (2-hydrazinopyridine). Solvent: C(C)(C)O (isopropanol), C(Cl)Cl (CH2Cl2), O (water), O (water). The reactants are ClC1=C(C=CC(=C1)Cl)CCC(=O)C1=CC=CC=C1 (3-(2,4-dichlorophenyl)-1-phenylpropan-1-one), ClC1=C(C=CC(=C1)Cl)CC/C(=C/C(=O)OCC)/C1=CC=CC=C1 ((Z)-ethyl 5-(2,4-dichlorophenyl)-3-phenylpent-2-enoate). The product is ClC1=C(C=CC(=C1)Cl)CC\C(=C/C(=O)OCC)\C1=CC=CC=C1 ((E)-ethyl 5-(2,4-dichlorophenyl)-3-phenylpent-2-enoate). RXN SMILES: ClC1C=C(Cl)C=CC=1CCC(C1C=CC=CC=1)=O.[Cl:19][C:20]1[CH:25]=[C:24]([Cl:26])[CH:23]=[CH:22][C:21]=1[CH2:27][CH2:28]/[C:29](/[C:36]1[CH:41]=[CH:40][CH:39]=[CH:38][CH:37]=1)=[CH:30]/[C:31]([O:33][CH2:34][CH3:35])=[O:32]>>[Cl:19][C:20]1[CH:25]=[C:24]([Cl:26])[CH:23]=[CH:22][C:21]=1[CH2:27][CH2:28]/[C:29](/[C:36]1[CH:37]=[CH:38][CH:39]=[CH:40][CH:41]=1)=[CH:30]\[C:31]([O:33][CH2:34][CH3:35])=[O:32]. Procedure details: By a procedure similar to that of example 1.85.3, starting from 3-(2,4-dichlorophenyl)-1-phenylpropan-1-one, (Z)-ethyl 5-(2,4-dichlorophenyl)-3-phenylpent-2-enoate and (E)-ethyl 5-(2,4-dichlorophenyl)-3-phenylpent-2-enoate were obtained as colourless oils.